This data is from the Open Reaction Database (ORD), a public repository of structured organic reaction records. The task is: describe an organic reaction: reactants, conditions, products, and yield Yields the product Cl.Cl.C(=O)=C1NCCCC1 (carbonylpiperidine dihydrochloride). The reactants are Cl (hydrochloride), CO (methanol), CN(CCC1=CC=CC=C1)C1CCN(CC1)C(=O)C=1C=CC(=NC1)C(=O)OC (4-[N-methyl-N-(2-phenylethyl)amino]-1(2-methoxycarbonylpyridin-5-yl)carbonylpiperidine), [BH4-].[Na+] (sodium borohydride), Cl (hydrochloric acid). Solvent: C(C)(=O)O (acetic acid), O (water), C(C)(C)(C)O (tert-butanol), C(C)O (ethanol). As a reaction SMILES: CO.CN(C1CCN(C([C:21]2[CH:22]=[CH:23][C:24]([C:27](OC)=[O:28])=[N:25][CH:26]=2)=O)CC1)CCC1C=CC=CC=1.[BH4-].[Na+].[ClH:33]>C(O)C.C(O)(=O)C.O.C(O)(C)(C)C>[ClH:33].[ClH:33].[C:27](=[C:24]1[CH2:23][CH2:22][CH2:21][CH2:26][NH:25]1)=[O:28] |f:2.3,9.10.11|. Reaction conditions: time 5 minute. Procedure details: 1 ml of methanol was dropwise added, at about 80° C. to a mixture of 1.0 g of 4-[N-methyl-N-(2-phenylethyl)amino]-1(2-methoxycarbonylpyridin-5-yl)carbonylpiperidine, 0.12 g of sodium borohydride and 3.88 g of tert-butanol. (This gave rise to foaming.) In this state, the mixture was refluxed by heating, for 1.5 hours. The reaction mixture was returned to room temperature and mixed with 1 ml of water and 1 ml of acetic acid. The mixture was stirred for 5 minutes and then subjected to distillation ... The reactants are NC1=C(C(=NN1C1=C(C=CC=C1C)Cl)C(C)C)C#N (5-amino-4-cyano-3-isopropyl-1-(2-chloro-6-methylphenyl)pyrazole), OS(=O)(=O)O (H2SO4). Reaction conditions: time 24 hour. Product: NC1=C(C(=NN1C1=C(C=CC=C1C)Cl)C(C)C)C(=O)N (5-amino-3-isopropyl-1-(2-chloro-6-methylphenyl) pyrazole-4-carboxamide). Isolated yield 53.0%. RXN SMILES: [NH2:1][C:2]1[N:6]([C:7]2[C:12]([CH3:13])=[CH:11][CH:10]=[CH:9][C:8]=2[Cl:14])[N:5]=[C:4]([CH:15]([CH3:17])[CH3:16])[C:3]=1[C:18]#[N:19].[OH:20]S(O)(=O)=O>>[NH2:1][C:2]1[N:6]([C:7]2[C:12]([CH3:13])=[CH:11][CH:10]=[CH:9][C:8]=2[Cl:14])[N:5]=[C:4]([CH:15]([CH3:17])[CH3:16])[C:3]=1[C:18]([NH2:19])=[O:20]. Reported procedure: Part C: A mixture of 1.5 g (5.5 mmol) of 5-amino-4-cyano-3-isopropyl-1-(2-chloro-6-methylphenyl)pyrazole in 5 mL conc. H2SO4 was stirred at room temperature for 24 hours. The reaction was slowly quenched with ice and then diluted with water. The solution was made basic with saturated Na2CO3, stirred 2 h and filtered. The solid was recrystallized from hexanes/EtOAc to afford 847 mg (53%) of 5-amino-3-isopropyl-1-(2-chloro-6-methylphenyl) pyrazole-4-carboxamide, mp 72-74° C. Mass Spec. (ES−): 291 ... Starting materials: BrBr (Br2), BrC=1C=C2C(=NC1C=O)N=C(N2)CCCC (6-bromo-2-butyl-5-formyl-1H-imidazo[4,5-b]pyridine), C(=O)(O)[O-].[Na+] (NaHCO3), C(=O)(O)[O-].[Na+] (NaHCO3). The solvent is CO.O (MeOH H2O). Reaction conditions: time 1 hour. Yields the product BrC=1C=C2C(=NC1C(=O)OC)NC(=N2)CCCC (6-bromo-2-butyl-5-methoxycarbonyl-3H-imidazo[4,5-b]pyridine). Yield: 98.1%. RXN SMILES: [Br:1][C:2]1[CH:3]=[C:4]2[NH:12][C:11]([CH2:13][CH2:14][CH2:15][CH3:16])=[N:10][C:5]2=[N:6][C:7]=1[CH:8]=[O:9].[C:17]([O-])(O)=[O:18].[Na+].BrBr>CO.O>[Br:1][C:2]1[CH:3]=[C:4]2[N:12]=[C:11]([CH2:13][CH2:14][CH2:15][CH3:16])[NH:10][C:5]2=[N:6][C:7]=1[C:8]([O:18][CH3:17])=[O:9] |f:1.2,4.5|. Reported procedure: 0.69 g (2.45 mmole) of the compound obtained in step 7 of Example 1 was dissolved in 10 ml of MeOH--H2O (9:1) and to the resulting solution was added 4.12 g (49 mmole) of NaHCO3. The resultant was stirred until NaHCO3 was dissolved and thereto was added 2.0 ml (4.9 mmole) of Br2. The resulting solution was stirred for 1 hour at room temperature and extracted with a mixture of water and ethyl acetate. The organic layer was dried over MgSO4 and evaporated under reduced pressure to obtain 0.75 g of... The reactants are C(C)OC(=O)C=1C=C2CC(C(NC2=CC1)C1=CC(=CC=C1)Br)(C)C (2-(3-bromo-phenyl)-3,3-dimethyl-1,2,3,4-tetrahydro-quinoline-6-carboxylic acid ethyl ester), C(C)(C)(C)C1=CC=C(C=C1)B(O)O (4-tert-butylbenzeneboronic acid), C([O-])([O-])=O.[Na+].[Na+] (sodium carbonate), C(C)(=O)OCC (ethyl acetate). The reagents and catalysts are C1=CC=C(C=C1)P(C2=CC=CC=C2)C3=CC=CC=C3.C1=CC=C(C=C1)P(C2=CC=CC=C2)C3=CC=CC=C3.Cl[Pd]Cl (bis(triphenylphosphine)palladium (II) chloride). Solvent: O1CCOCC1 (dioxane). Run at temperature 120 celsius. Product: C(C)OC(=O)C=1C=C2CC(C(NC2=CC1)C=1C=C(C=CC1)C1=CC=C(C=C1)C(C)(C)C)(C)C (2-(4′-tert-butyl-biphenyl-3-yl)-3,3-dimethyl-1,2,3,4-tetrahydro-quinoline-6-carboxylic acid ethyl ester). The yield is 49.2%. RXN SMILES: [CH2:1]([O:3][C:4]([C:6]1[CH:7]=[C:8]2[C:13](=[CH:14][CH:15]=1)[NH:12][CH:11]([C:16]1[CH:21]=[CH:20][CH:19]=[C:18](Br)[CH:17]=1)[C:10]([CH3:24])([CH3:23])[CH2:9]2)=[O:5])[CH3:2].[C:25]([C:29]1[CH:34]=[CH:33][C:32](B(O)O)=[CH:31][CH:30]=1)([CH3:28])([CH3:27])[CH3:26].C(=O)([O-])[O-].[Na+].[Na+].C(OCC)(=O)C>O1CCOCC1.C1C=CC(P(C2C=CC=CC=2)C2C=CC=CC=2)=CC=1.C1C=CC(P(C2C=CC=CC=2)C2C=CC=CC=2)=CC=1.Cl[Pd]Cl>[CH2:1]([O:3][C:4]([C:6]1[CH:7]=[C:8]2[C:13](=[CH:14][CH:15]=1)[NH:12][CH:11]([C:16]1[CH:17]=[C:18]([C:32]3[CH:33]=[CH:34][C:29]([C:25]([CH3:28])([CH3:27])[CH3:26])=[CH:30][CH:31]=3)[CH:19]=[CH:20][CH:21]=1)[C:10]([CH3:24])([CH3:23])[CH2:9]2)=[O:5])[CH3:2] |f:2.3.4,7.8.9|. Procedure details: A mixture of 2-(3-bromo-phenyl)-3,3-dimethyl-1,2,3,4-tetrahydro-quinoline-6-carboxylic acid ethyl ester (0.50 g, 1.29 mmol), 4-tert-butylbenzeneboronic acid (0.46 g, 2.58 mmol), bis(triphenylphosphine)palladium (II) chloride (91 mg, 0.13 mmol) and 2 M sodium carbonate (1.3 mL, 2.6 mmol) in dioxane (5 mL) was heated for 3 hours at 120° C. After cooling to room temperature, the mixture was treated with ethyl acetate (50 mL) and washed with water (20 mL). The organic layer was dried over anhydrous ... Reactants: ClC=1C=C(CN)C=CC1Cl (3,4-dichlorobenzylamine), ClC1=NC(=CN=C1)Cl (2,6-dichloropyrazine). Yields the product ClC1=CN=CC(=N1)NCC1=CC(=C(C=C1)Cl)Cl (6-Chloro-N-(3,4-dichlorobenzyl)pyrazin-2-amine). The yield is 89.0%. As a reaction SMILES: [Cl:1][C:2]1[CH:3]=[C:4]([CH:7]=[CH:8][C:9]=1[Cl:10])[CH2:5][NH2:6].[Cl:11][C:12]1[CH:17]=[N:16][CH:15]=[C:14](Cl)[N:13]=1>>[Cl:11][C:12]1[N:13]=[C:14]([NH:6][CH2:5][C:4]2[CH:7]=[CH:8][C:9]([Cl:10])=[C:2]([Cl:1])[CH:3]=2)[CH:15]=[N:16][CH:17]=1. Procedure details: In a procedure analogous to Example 21, reaction of 3,4-dichlorobenzylamine and 2,6-dichloropyrazine furnished the product (89%). The reactants are C1(=CC=CC=C1)[C@H]1CC(NC1)=O (4(R)-phenyl-2-pyrrolidinone), C1(=CC=CC=C1)[C@@H]1CC(NC1)=O (4(S)-phenyl-2-pyrrolidinone). Run in CO (MeOH). Product: C(N)(=O)CN1C(C[C@H](C1)C1=CC=CC=C1)=O (N-Carbamoylmethyl-4(S)-phenyl-2-pyrrolidinone). RXN SMILES: [C:1]1([C@@H:7]2[CH2:11][NH:10][C:9](=[O:12])[CH2:8]2)[CH:6]=[CH:5][CH:4]=[CH:3][CH:2]=1.C1([C@H]2C[NH:22][C:21](=[O:24])[CH2:20]2)C=CC=CC=1>CO>[C:21]([CH2:20][N:10]1[CH2:11][C@H:7]([C:1]2[CH:2]=[CH:3][CH:4]=[CH:5][CH:6]=2)[CH2:8][C:9]1=[O:12])(=[O:24])[NH2:22]. Reported procedure: Substituting pyrrolidinone 1 in Example 1 by 4(S)-phenyl-2-pyrrolidinone (1a) S-enantiomeric N-carbamoylmethyl-4(S)-phenyl-2-pyrrolidinone (4a) was obtained. [α]D20=−8.3° (c=3, MeOH). 1H NMR (CDCl3), δ: 2.61 (1H, d, d, 3-CH2); 2.87 (1H, d, d, 3-CH2); 3.54 (1H, t, 5-CH2); 3.66 (1H, quintet, 4-CH); 3.89 (1H, t, 5-CH2); 4.00 (2H, s, NCH2CO); 5.68 and 6.21 (1H and 1H, br.s and br.s, NH2); 7.20-7.40 (5H, m, C6H5). Reactants: O (water), [H-].[Al+3].[Li+].[H-].[H-].[H-] (lithium aluminium hydride), O1C=C(C2=C1C=CC=C2)CC(=O)N2CCC(CC2)C(=O)NC (1-(Benzofuran-3-ylacetyl)-N-methyl-4-piperidinecarboxamide), O (water), [OH-].[Na+] (sodium hydroxide). Run in O1CCCC1 (tetrahydrofuran). Conditions: temperature 60 celsius. Yields the product O1C=C(C2=C1C=CC=C2)CCN2CCC(CC2)CNC (N-({1-[2-(Benzofuran-3-yl)ethyl]-4-piperidyl}methyl)-N-methylamine). Reaction SMILES: [H-].[Al+3].[Li+].[H-].[H-].[H-].[O:7]1[C:11]2[CH:12]=[CH:13][CH:14]=[CH:15][C:10]=2[C:9]([CH2:16][C:17]([N:19]2[CH2:24][CH2:23][CH:22]([C:25]([NH:27][CH3:28])=O)[CH2:21][CH2:20]2)=O)=[CH:8]1.O.[OH-].[Na+]>O1CCCC1>[O:7]1[C:11]2[CH:12]=[CH:13][CH:14]=[CH:15][C:10]=2[C:9]([CH2:16][CH2:17][N:19]2[CH2:20][CH2:21][CH:22]([CH2:25][NH:27][CH3:28])[CH2:23][CH2:24]2)=[CH:8]1 |f:0.1.2.3.4.5,8.9|. Procedure: 7.6 g of lithium aluminium hydride are added in portions to a solution of 28.7 g of the product obtained in Step C in 1.5 litres of tetrahydrofuran heated at 60°C. After 18 hours at reflux, the reaction mixture is hydrolysed by the addition of 5.24 ml of water, 4.2 ml of 20% sodium hydroxide solution and then 19.2 ml of water. After filtration, drying and concentration under reduced pressure, the expected product is isolated. The hydrochloride thereof recrystallises from methanol. Starting materials: CS(=O)(=O)c1ccccc1CO, ClCCl, [Na+], O=C([O-])O, BrP(Br)Br. Yields the product CS(=O)(=O)c1ccccc1CBr. Reaction SMILES: [CH3:1][S:2](=[O:3])(=[O:4])[c:5]1[c:6]([CH2:11][OH:12])[cH:7][cH:8][cH:9][cH:10]1.[Cl:17][CH2:18][Cl:19].[Na+:24].[O-:20][C:21]([OH:22])=[O:23].[P:13]([Br:14])([Br:15])[Br:16]>>[CH3:1][S:2](=[O:3])(=[O:4])[c:5]1[c:6]([CH2:11][Br:14])[cH:7][cH:8][cH:9][cH:10]1. Reactants: CN(C(=O)OC=1C=NC=CC1)C (3-Dimethylcarbamoyloxypyridine), ClCCC(C(=O)[O-])(C)C (chloromethylpivalate), C(C)OCC (diethylether). Conditions: time 2 hour. The product is [Cl-].CN(C(=O)OC=1C=[N+](C=CC1)COC(C(C)(C)C)=O)C (3-(dimethylcarbamoyloxy)-1-(pivalyloxymethyl)pyridinium chloride). RXN SMILES: [CH3:1][N:2]([CH3:12])[C:3]([O:5][C:6]1[CH:7]=[N:8][CH:9]=[CH:10][CH:11]=1)=[O:4].[Cl:13]C[CH2:15][C:16]([CH3:21])([CH3:20])[C:17]([O-:19])=[O:18].[CH2:22](OCC)C>>[Cl-:13].[CH3:1][N:2]([CH3:12])[C:3]([O:5][C:6]1[CH:7]=[N+:8]([CH2:22][O:19][C:17](=[O:18])[C:16]([CH3:21])([CH3:20])[CH3:15])[CH:9]=[CH:10][CH:11]=1)=[O:4] |f:3.4|. Procedure: 3-Dimethylcarbamoyloxypyridine (1.66 g) and chloromethylpivalate (2.26 g) were heated to 90° C. with stirring for 2 hrs. The reaction mixture was cooled to room temperature. To this solution was added anhydrous diethylether to crystallize. The crystals were filtered off, washed three times with anhydrous diethyl ether (50 ml×3) and dried under reduced pressure. Recrystallization from acetone-ether (1:2) gave 2.76 g of 3-(dimethylcarbamoyloxy)-1-(pivalyloxymethyl)pyridinium chloride as colorless ... Reactants: C(CCC)N (butylamine), C[Si](C)(C)C#C (trimethylsilylacetylene), ClC=CC#CC(OCC)OCC (5-chloro-1,1-diethoxy-4-pentene-2-yne), Cl\C=C/C#CC(OCC)OCC ((Z)-5-chloro-1,1-diethoxy-4-pentene-2-yne). The reagents and catalysts are C1(=CC=CC=C1)P(C1=CC=CC=C1)C1=CC=CC=C1.C1(=CC=CC=C1)P(C1=CC=CC=C1)C1=CC=CC=C1.C1(=CC=CC=C1)P(C1=CC=CC=C1)C1=CC=CC=C1.C1(=CC=CC=C1)P(C1=CC=CC=C1)C1=CC=CC=C1.[Pd] (palladium tetrakis(triphenyl-phosphine)), [Cu](I)I (copper iodide). Run in C(C)OCC (diethyl ether), O (water), C1=CC=CC=C1 (benzene), C1=CC=CC=C1 (benzene). Run at temperature 25 celsius, time 4.25 hour. Product: SiO2, C(C)OC(C#C\C=C/C#C[Si](C)(C)C)OCC ((Z)-7,7-diethoxy-1-trimethylsilyl-3-heptene-1,5-diyne). Yield: 53.9%. As a reaction SMILES: Cl[CH:2]=[CH:3][C:4]#[C:5][CH:6]([O:10][CH2:11][CH3:12])[O:7][CH2:8][CH3:9].Cl/C=C\C#CC(OCC)OCC.C(N)CCC.[CH3:30][Si:31]([C:34]#[CH:35])([CH3:33])[CH3:32]>C1C=CC=CC=1.C1(P(C2C=CC=CC=2)C2C=CC=CC=2)C=CC=CC=1.C1(P(C2C=CC=CC=2)C2C=CC=CC=2)C=CC=CC=1.C1(P(C2C=CC=CC=2)C2C=CC=CC=2)C=CC=CC=1.C1(P(C2C=CC=CC=2)C2C=CC=CC=2)C=CC=CC=1.[Pd].[Cu](I)I.C(OCC)C.O>[CH2:8]([O:7][CH:6]([O:10][CH2:11][CH3:12])[C:5]#[C:4]/[CH:3]=[CH:2]\[C:35]#[C:34][Si:31]([CH3:33])([CH3:32])[CH3:30])[CH3:9] |f:5.6.7.8.9|. Reported procedure: A solution of 5-chloro-1,1-diethoxy-4-pentene-2-yne (compound B, 3.8 g, 20 mmol) in 10 mL of benzene was added via cannula to a solution of palladium tetrakis(triphenyl-phosphine) (1.1 g, 0.95 mmol) and copper iodide (0.47 g, 2.46 mmol) in 20 mL benzene stirring at 25° C. under argon. Immediately thereafter, butylamine (4 mL, 40 mmol), followed by trimethylsilylacetylene (5 mL, 40 mmol) was added via syringe. The reaction vessel was wrapped in foil, and the reaction mixture was stirred at 25° C....